This data is from the Open Reaction Database (ORD), a public repository of structured organic reaction records. The task is: describe an organic reaction: reactants, conditions, products, and yield The reactants are CCOC(=O)CCCCC(=NOCc1ccc(OCc2nc(-c3cccs3)oc2C)cc1)c1ccccc1, Cl, [Li+], C1CCOC1, [OH-], O. Product: Cc1oc(-c2cccs2)nc1COc1ccc(CON=C(CCCCC(=O)O)c2ccccc2)cc1. RXN SMILES: [CH3:4][c:5]1[c:6]([CH2:15][O:16][c:17]2[cH:18][cH:19][c:20]([CH2:21][O:22][N:23]=[C:24]([CH2:25][CH2:26][CH2:27][CH2:28][C:29](=[O:30])[O:31][CH2:32][CH3:33])[c:34]3[cH:35][cH:36][cH:37][cH:38][cH:39]3)[cH:40][cH:41]2)[n:7][c:8](-[c:10]2[s:11][cH:12][cH:13][cH:14]2)[o:9]1.[ClH:42].[Li+:3].[O:43]1[CH2:44][CH2:45][CH2:46][CH2:47]1.[OH-:2].[OH2:1]>>[CH3:4][c:5]1[c:6]([CH2:15][O:16][c:17]2[cH:18][cH:19][c:20]([CH2:21][O:22][N:23]=[C:24]([CH2:25][CH2:26][CH2:27][CH2:28][C:29](=[O:30])[OH:31])[c:34]3[cH:35][cH:36][cH:37][cH:38][cH:39]3)[cH:40][cH:41]2)[n:7][c:8](-[c:10]2[s:11][cH:12][cH:13][cH:14]2)[o:9]1. Starting materials: epoxide, C1(=CC=CC=C1)C1CCNCC1 (4-phenylpiperidine), CCO (EtOH), C(C1=CC=CC=C1)(=O)N1CC(C(CC1)N1CCC(CC1)C1=CC=CC=C1)O (1-Benzoyl-3-hydroxy-4-(4-phenylpiperidinyl)piperidine). The product is C(C1=CC=CC=C1)(=O)N1CC(C(CC1)O)N1CCC(CC1)C1=CC=CC=C1 (1-Benzoyl-4-hydroxy-3-(4-phenylpiperidinyl)piperidine). RXN SMILES: [C:1]1([CH:7]2[CH2:12][CH2:11][NH:10][CH2:9][CH2:8]2)[CH:6]=[CH:5][CH:4]=[CH:3][CH:2]=1.[C:13]([N:21]1[CH2:26][CH2:25][CH:24](N2CCC(C3C=CC=CC=3)CC2)[CH:23](O)[CH2:22]1)(=[O:20])[C:14]1[CH:19]=[CH:18][CH:17]=[CH:16][CH:15]=1.CC[OH:42]>>[C:13]([N:21]1[CH2:26][CH2:25][CH:24]([OH:42])[CH:23]([N:10]2[CH2:9][CH2:8][CH:7]([C:1]3[CH:6]=[CH:5][CH:4]=[CH:3][CH:2]=3)[CH2:12][CH2:11]2)[CH2:22]1)(=[O:20])[C:14]1[CH:19]=[CH:18][CH:17]=[CH:16][CH:15]=1. Procedure details: Benzoyl chloride (6.22, 44.3 mmol) was added dropwise to a cold (icebath) stirring solution containing 3.2 g (38.5 mmol) of 1,2,3,6-tetrahydropyridine in Et3N (30 ml). Following the addition, the mixture was allowed to slowly warm up to room temperature. After 24 hours, the reaction mixture was diluted with H2O (30 ml) and extracted with CH2Cl2 (85 ml). The organic extract was washed with saturated NaHCO3 (50 ml), dried over anhydrous Na2SO4 and concentrated in vacuo to yield a chromatographical... Starting materials: ClC1=C2C(=NC=C1)NC(=N2)C2CCC2 (7-chloro-2-cyclobutyl-3H-imidazo[4,5-b]pyridine), BrCC1=CC2=C(/C(/C3=C(OC2)C=C(C=C3)F)=C(\C#N)/C)C=C1 ((E)-2-[8-(bromomethyl)-3-fluorodibenzo[b,e]oxepin-11(6H)-ylidene]propanenitrile). The product is ClC1=C2C(=NC=C1)N(C(=N2)C2CCC2)CC2=CC1=C(/C(/C3=C(OC1)C=C(C=C3)F)=C(\C#N)/C)C=C2 ((E)-2-{8-[(7-chloro-2-cyclobutyl-3H-imidazo[4,5-b]pyridin-3-yl)methyl]-3-fluorodibenzo[b,e]oxepin-11(6H)-ylidene}propanenitrile). Yield: 62.8%. RXN SMILES: [Cl:1][C:2]1[CH:7]=[CH:6][N:5]=[C:4]2[NH:8][C:9]([CH:11]3[CH2:14][CH2:13][CH2:12]3)=[N:10][C:3]=12.Br[CH2:16][C:17]1[CH:36]=[CH:35][C:20]2/[C:21](=[C:31](/[CH3:34])\[C:32]#[N:33])/[C:22]3[CH:29]=[CH:28][C:27]([F:30])=[CH:26][C:23]=3[O:24][CH2:25][C:19]=2[CH:18]=1>>[Cl:1][C:2]1[CH:7]=[CH:6][N:5]=[C:4]2[N:8]([CH2:16][C:17]3[CH:36]=[CH:35][C:20]4/[C:21](=[C:31](/[CH3:34])\[C:32]#[N:33])/[C:22]5[CH:29]=[CH:28][C:27]([F:30])=[CH:26][C:23]=5[O:24][CH2:25][C:19]=4[CH:18]=3)[C:9]([CH:11]3[CH2:14][CH2:13][CH2:12]3)=[N:10][C:3]=12. Procedure details: Using 7-chloro-2-cyclobutyl-3H-imidazo[4,5-b]pyridine (WO2009/29592, 69 mg, 0.335 mmol) and (E)-2-[8-(bromomethyl)-3-fluorodibenzo[b,e]oxepin-11(6H)-ylidene]propanenitrile (120 mg, 0.335 mmol) obtained in Reference Example 1, and in the same manner as in Reference Example 1A, the title compound (102 mg, 62%) was obtained. Reactants: C(C)OC(/C=C/1\CCOC2=CC=CC=C12)=O (chroman-(4E)-ylidene-acetic acid ethyl ester), C(C)OC(\C=C/1\CCOC2=CC=CC=C12)=O (chroman-(4Z)-ylidene-acetic acid ethyl ester). Reagents/catalysts: [Pd] (palladium on activated carbon). Solvent: CCO (EtOH). Conditions: temperature 45 celsius, time 18 hour. Product: C(C)OC(CC1CCOC2=CC=CC=C12)=O ((±)-chroman-4-yl-acetic acid ethyl ester). As a reaction SMILES: [CH2:1]([O:3][C:4](=[O:16])/[CH:5]=[C:6]1\[CH2:7][CH2:8][O:9][C:10]2[C:15]\1=[CH:14][CH:13]=[CH:12][CH:11]=2)[CH3:2].C(OC(=O)/C=C1/CCOC2C/1=CC=CC=2)C>CCO.[Pd]>[CH2:1]([O:3][C:4](=[O:16])[CH2:5][CH:6]1[C:15]2[C:10](=[CH:11][CH:12]=[CH:13][CH:14]=2)[O:9][CH2:8][CH2:7]1)[CH3:2]. Procedure: To a solution of chroman-(4E)-ylidene-acetic acid ethyl ester and chroman-(4Z)-ylidene-acetic acid ethyl ester (1.68 g, 7.47 mmol, 1 eq.) in EtOH (91 mL) under N2, palladium on activated carbon (10 wt. %, 168 mg) was added. The flask was carefully evacuated and refilled with H2 (3×). The black suspension was stirred at 45° C. under an H2-atmosphere for 18 hours. The black suspension was filtered through Celite. The Celite was rinsed with EtOH. The filtrate was concentrated in vacuo to give (±)-c... Reactants: C(C)NC(=O)NC1=CC=C(C=C1)C=1N=C(C2=C(N1)CNCC2)N2[C@H](COCC2)C ((S)-1-ethyl-3-(4-(4-(3-methylmorpholino)-5,6,7,8-tetrahydropyrido[3,4-d]pyrimidin-2-yl)phenyl)urea), C(CC)(=O)Cl (propionyl chloride). Reported procedure: Compound dr was prepared according to the procedure described in Example 5 by reacting (S)-1-ethyl-3-(4-(4-(3-methylmorpholino)-5,6,7,8-tetrahydropyrido[3,4-d]pyrimidin-2-yl)phenyl)urea with propionyl chloride. LC-MS: m/z=+439 (M+H)+. Reaction SMILES: [CH2:1]([NH:3][C:4]([NH:6][C:7]1[CH:12]=[CH:11][C:10]([C:13]2[N:14]=[C:15]([N:23]3[CH2:28][CH2:27][O:26][CH2:25][C@@H:24]3[CH3:29])[C:16]3[CH2:22][CH2:21][NH:20][CH2:19][C:17]=3[N:18]=2)=[CH:9][CH:8]=1)=[O:5])[CH3:2].[C:30](Cl)(=[O:33])[CH2:31]C>>[C:30]([N:20]1[CH2:21][CH2:22][C:16]2[C:15]([N:23]3[CH2:28][CH2:27][O:26][CH2:25][C@@H:24]3[CH3:29])=[N:14][C:13]([C:10]3[CH:9]=[CH:8][C:7]([NH:6][C:4]([NH:3][CH2:1][CH3:2])=[O:5])=[CH:12][CH:11]=3)=[N:18][C:17]=2[CH2:19]1)(=[O:33])[CH3:31]. The product is C(C)(=O)N1CC=2N=C(N=C(C2CC1)N1[C@H](COCC1)C)C1=CC=C(C=C1)NC(=O)NCC ((S)-1-(4-(7-acetyl-4-(3-methylmorpholino)-5,6,7,8-tetrahydropyrido[3,4-d]pyrimidin-2-yl)phenyl)-3-ethylurea). Reactants: solution, Cl(=O)(=O)(=O)[O-] (perchlorate), C1(=C(C=CC=C1)N)N (o-phenylenediamine), CC(=O)C=O (methylglyoxal), N[C@H](C(=O)O)CCC(=O)N[C@@H](CS)C(=O)NCC(=O)O (glutathione), CC(=O)C=O (Methylglyoxal), N[C@H](C(=O)O)CCC(=O)N[C@@H](CS)C(=O)NCC(=O)O (glutathione). Run in C(=O)C=O (glyoxal). Reaction conditions: time 1 hour. Yields the product N1=CC=NC2=CC=CC=C12 (Quinoxaline), CC(=O)C=O (methylglyoxal), C1(=C(C=CC=C1)N)N (o-phenylenediamine). As a reaction SMILES: [CH3:1][C:2]([CH:4]=[O:5])=[O:3].N[C@@H:7]([CH2:11][CH2:12][C:13]([NH:15][C@H:16]([C:19]([NH:21][CH2:22][C:23](O)=O)=O)CS)=O)C(O)=O.Cl([O-])(=O)(=O)=O.[C:31]1([NH2:38])[CH:36]=[CH:35][CH:34]=[CH:33][C:32]=1[NH2:37]>C(C=O)=O>[N:15]1[C:13]2[C:22](=[CH:23][CH:7]=[CH:11][CH:12]=2)[N:21]=[CH:19][CH:16]=1.[CH3:1][C:2]([CH:4]=[O:5])=[O:3].[C:31]1([NH2:38])[CH:36]=[CH:35][CH:34]=[CH:33][C:32]=1[NH2:37]. Reported procedure: Methylglyoxal-containing PBS(-) solution and glutathione-containing PBS(-) solution (pH7.4) were combined to prepare solutions containing 400 μM methylglyoxal and 0, 1, 2, 4, or 8 mM glutathione. The solutions were incubated at 37° C. Samples were taken after 0, 2, 4, 8, and 24 hours; and 40 μl of 2 M perchlorate, 40 μl of 1% o-phenylenediamine, and 100 μl of 200 μM glyoxal were added to 100 μl of each sample. The mixtures were stirred, and then incubated at 25° C. for one hour. Quinoxaline deri...